Task: describe an organic reaction: reactants, conditions, products, and yield. Dataset: the Open Reaction Database (ORD), a public repository of structured organic reaction records The reactants are [Ag+], C[Si](C)(C)CNC(=O)c1ccc(C(Br)Br)c(C(F)(F)F)c1, CCO, O=[N+]([O-])[O-], O. Product: C[Si](C)(C)CNC(=O)c1ccc(C=O)c(C(F)(F)F)c1. As a reaction SMILES: [Ag+:30].[Br:1][CH:2]([c:3]1[c:4]([C:17]([F:18])([F:19])[F:20])[cH:5][c:6]([C:7](=[O:8])[NH:9][CH2:10][Si:11]([CH3:12])([CH3:13])[CH3:14])[cH:15][cH:16]1)[Br:21].[CH3:22][CH2:23][OH:24].[N+:26]([O-:27])([O-:28])=[O:29].[OH2:25]>>[CH:2]([c:3]1[c:4]([C:17]([F:18])([F:19])[F:20])[cH:5][c:6]([C:7](=[O:8])[NH:9][CH2:10][Si:11]([CH3:12])([CH3:13])[CH3:14])[cH:15][cH:16]1)=[O:24]. Starting materials: BrCc1ccccc1, O=C([O-])[O-], CCOC(=O)c1sc(N2CCNC2=O)nc1C, CC(C)=O, [K+], [K+]. The product is CCOC(=O)c1sc(N2CCN(Cc3ccccc3)C2=O)nc1C. As a reaction SMILES: [Br:24][CH2:25][c:26]1[cH:27][cH:28][cH:29][cH:30][cH:31]1.[C:18](=[O:19])([O-:20])[O-:21].[CH3:1][c:2]1[n:3][c:4]([N:12]2[C:13](=[O:17])[NH:14][CH2:15][CH2:16]2)[s:5][c:6]1[C:7](=[O:8])[O:9][CH2:10][CH3:11].[CH3:32][C:33](=[O:34])[CH3:35].[K+:22].[K+:23]>>[CH3:1][c:2]1[n:3][c:4]([N:12]2[C:13](=[O:17])[N:14]([CH2:25][c:26]3[cH:27][cH:28][cH:29][cH:30][cH:31]3)[CH2:15][CH2:16]2)[s:5][c:6]1[C:7](=[O:8])[O:9][CH2:10][CH3:11]. Starting materials: COC(C1=C(C=CC=C1)NC(=O)NCCC1OCCO1)=O (2-[3-(2-[1,3]dioxolan-2-yl-ethyl)-ureido]-benzoic acid methyl ester), [OH-].[Na+] (sodium hydroxide). Run in C(C)O (ethanol), O (water). Reaction conditions: time 30 minute. Yields the product O1C(OCC1)CCN1C(NC2=CC=CC=C2C1=O)=O (3-(2-[1,3]dioxolan-2-yl-ethyl)-1H-quinazoline-2,4-dione). Isolated yield 42.6%. RXN SMILES: C[O:2][C:3](=O)[C:4]1[CH:9]=[CH:8][CH:7]=[CH:6][C:5]=1[NH:10][C:11]([NH:13][CH2:14][CH2:15][CH:16]1[O:20][CH2:19][CH2:18][O:17]1)=[O:12].[OH-].[Na+]>C(O)C.O>[O:17]1[CH2:18][CH2:19][O:20][CH:16]1[CH2:15][CH2:14][N:13]1[C:3](=[O:2])[C:4]2[C:5](=[CH:6][CH:7]=[CH:8][CH:9]=2)[NH:10][C:11]1=[O:12] |f:1.2|. Procedure details: A white mixture of 2-[3-(2-[1,3]dioxolan-2-yl-ethyl)-ureido]-benzoic acid methyl ester (0.50 g, 1.70 mmol) and 1N sodium hydroxide (2.0 mL) in ethanol (10 mL) was warmed until all the solids had gone into solution. The resulting colorless solution was cooled to ambient temperature and stirred for 30 minutes. Concentration yielded a colorless foam which was dissolved in water (15 mL); after 15 minutes, a white crystalline solid formed. The white crystalline solid was collected and dried to yield ... The reactants are BrCCl (bromochloromethane), COC(=O)C1OC2=C(C=C1)C=C(C=C2)F (6-Fluoro-1-benzopyran-2-carboxylic acid methyl ester), [Li]CCCC (n-BuLi), CCCCCC (hexane). Run in C1CCOC1 (THF), C(C)(=O)O (acetic acid), O (water), C1CCOC1 (THF). The product is ClCC(=O)C1OC2=C(C=C1)C=C(C=C2)F (2-chloro-1-(6-fluoro-1-benzopyran-2-yl)-ethanone). Yield: 98.6%. Reaction SMILES: Br[CH2:2][Cl:3].C[O:5][C:6]([CH:8]1[CH:13]=[CH:12][C:11]2[CH:14]=[C:15]([F:18])[CH:16]=[CH:17][C:10]=2[O:9]1)=O.[Li]CCCC.CCCCCC>C1COCC1.O.C(O)(=O)C>[Cl:3][CH2:2][C:6]([CH:8]1[CH:13]=[CH:12][C:11]2[CH:14]=[C:15]([F:18])[CH:16]=[CH:17][C:10]=2[O:9]1)=[O:5]. Reported procedure: 1.2 g of bromochloromethane (9.2 mmol) were added at room temperature to a solution of 1.0 g of crude 6-Fluoro-1-benzopyran-2-carboxylic acid methyl ester (4.7 mmol) in 15 ml of THF. The solution was then cooled to −80/−85° C. and 4.6 ml of 2.5 M n-BuLi in hexane (9.2 mmol) were slowly added to maintain the internal temperature between −75° C. and −80° C. The reaction progress was monitored by TLC. The solution was then acidified by the addition of 1 ml glacial acetic acid in 2 ml THF between −7... Starting materials: COC(=O)c1ccc(-c2ccccc2C(F)(F)F)cc1[N+](=O)[O-], [H][H], c1ccc(P(c2ccccc2)(c2ccccc2)[Pd](P(c2ccccc2)(c2ccccc2)c2ccccc2)(P(c2ccccc2)(c2ccccc2)c2ccccc2)P(c2ccccc2)(c2ccccc2)c2ccccc2)cc1. Yields the product COC(=O)c1ccc(-c2ccccc2C(F)(F)F)cc1N. RXN SMILES: [CH3:1][O:2][C:3](=[O:4])[c:5]1[c:6]([N+:21]([O-:22])=[O:23])[cH:7][c:8](-[c:11]2[c:12]([C:17]([F:18])([F:19])[F:20])[cH:13][cH:14][cH:15][cH:16]2)[cH:9][cH:10]1.[H:24][H:25].[cH:26]1[cH:27][cH:28][c:29]([P:30]([Pd:31]([P:32]([c:33]2[cH:34][cH:35][cH:36][cH:37][cH:38]2)([c:39]2[cH:40][cH:41][cH:42][cH:43][cH:44]2)[c:45]2[cH:46][cH:47][cH:48][cH:49][cH:50]2)([P:51]([c:52]2[cH:53][cH:54][cH:55][cH:56][cH:57]2)([c:58]2[cH:59][cH:60][cH:61][cH:62][cH:63]2)[c:64]2[cH:65][cH:66][cH:67][cH:68][cH:69]2)[P:70]([c:71]2[cH:72][cH:73][cH:74][cH:75][cH:76]2)([c:77]2[cH:78][cH:79][cH:80][cH:81][cH:82]2)[c:83]2[cH:84][cH:85][cH:86][cH:87][cH:88]2)([c:89]2[cH:90][cH:91][cH:92][cH:93][cH:94]2)[c:95]2[cH:96][cH:97][cH:98][cH:99][cH:100]2)[cH:101][cH:102]1>>[CH3:1][O:2][C:3](=[O:4])[c:5]1[c:6]([NH2:21])[cH:7][c:8](-[c:11]2[c:12]([C:17]([F:18])([F:19])[F:20])[cH:13][cH:14][cH:15][cH:16]2)[cH:9][cH:10]1. Reaction SMILES: [C:1]([C:5]1[C:6](=[O:26])[CH2:7][CH:8]([C:12]2[CH:13]=[CH:14][C:15]3[O:20][CH2:19][C:18](=[O:21])[N:17]([CH2:22][O:23][CH3:24])[C:16]=3[CH:25]=2)[CH2:9][C:10]=1[OH:11])(=O)[CH2:2][CH3:3].Cl.[CH2:28]([O:30][NH2:31])[CH3:29].C([O-])(=O)C.[Na+]>C(O)C>[CH2:28]([O:30][N:31]=[C:1]([C:5]1[C:6](=[O:26])[CH2:7][CH:8]([C:12]2[CH:13]=[CH:14][C:15]3[O:20][CH2:19][C:18](=[O:21])[N:17]([CH2:22][O:23][CH3:24])[C:16]=3[CH:25]=2)[CH2:9][C:10]=1[OH:11])[CH2:2][CH3:3])[CH3:29] |f:1.2,3.4|. Procedure details: To 40 mL of absolute ethanol were added in sequence 0.90 g (2.5 mmol) of 2-propionyl-3-hydroxy-5-(N-methoxymethyl-3-oxo-(2H)-1,4 benzoxazin-6-yl)-cyclohex-2-en-1-one, 0.31 g (3.2 mmol) of ethoxyamine hydrochloride and 0.26 g (3.2 mmol) of anhydrous sodium acetate. The resulting mixture was stirred at ambient temperature for 3 hours. The reaction mixture was then partitioned between 200 mL of water and 50 mL of dichloromethane. The organic layer was separated, dried over MgSO4 and filtered. Evapo... Run at time 3 hour. Reactants: C(CC)(=O)C=1C(CC(CC1O)C=1C=CC2=C(N(C(CO2)=O)COC)C1)=O (2-propionyl-3-hydroxy-5-(N-methoxymethyl-3-oxo-(2H)-1,4 benzoxazin-6-yl)-cyclohex-2-en-1-one), Cl.C(C)ON (ethoxyamine hydrochloride), C(C)(=O)[O-].[Na+] (sodium acetate). Yields the product C(C)ON=C(CC)C=1C(CC(CC1O)C=1C=CC2=C(N(C(CO2)=O)COC)C1)=O (2-(1-(Ethoxyimino)propyl)-3-hydroxy-5-(N-methoxymethyl-3-oxo-(2H)-1,4-benzoxazin-6-yl)cyclohex-2-en-1-one). Solvent: C(C)O (ethanol). The reactants are O=C([O-])O, C=O, O=CO, CCOC(=O)C1CCCNC1, [Na+], [Na+], [OH-]. The product is CCOC(=O)C1CCCN(C)C1. As a reaction SMILES: [C:15](=[O:16])([O-:17])[OH:18].[CH2:22]=[O:23].[CH:12]([OH:13])=[O:14].[NH:1]1[CH2:2][CH:3]([C:4](=[O:5])[O:6][CH2:7][CH3:8])[CH2:9][CH2:10][CH2:11]1.[Na+:19].[Na+:21].[OH-:20]>>[N:1]1([CH3:12])[CH2:2][CH:3]([C:4](=[O:5])[O:6][CH2:7][CH3:8])[CH2:9][CH2:10][CH2:11]1.